This data is from the Open Reaction Database (ORD), a public repository of structured organic reaction records. The task is: describe an organic reaction: reactants, conditions, products, and yield The reactants are N\C(=C/C#N)\C(C)(C)C ((Z)-3-amino-4,4-dimethyl-pent-2-enenitrile), O.O.O.O.O.O.O.O.O.O.[S-2].[Na+].[Na+] (sodium sulfide decahydrate), C(C)(=O)OCC (ethyl acetate). Reagents/catalysts: [Cl-].C(CCC)[N+](CCCC)(CCCC)CCCC (tetrabutyl ammonium chloride). The solvent is C1=CC=CC=C1 (benzene), O (water). The product is N\C(=C/C(N)=S)\C(C)(C)C ((Z)-3-amino-4,4-dimethyl-pent-2-enethioic acid amide). Isolated yield 23.0%. Reaction SMILES: [NH2:1]/[C:2](/[C:6]([CH3:9])([CH3:8])[CH3:7])=[CH:3]\[C:4]#[N:5].O.O.O.O.O.O.O.O.O.O.[S-2:20].[Na+].[Na+].C(OCC)(=O)C>[Cl-].C([N+](CCCC)(CCCC)CCCC)CCC.C1C=CC=CC=1.O>[NH2:1]/[C:2](/[C:6]([CH3:9])([CH3:8])[CH3:7])=[CH:3]\[C:4](=[S:20])[NH2:5] |f:1.2.3.4.5.6.7.8.9.10.11.12.13,15.16|. Procedure details: (Z)-3-amino-4,4-dimethyl-pent-2-enenitrile (26 g, 209.35 mmol), sodium sulfide decahydrate (5.71 g, 73.27 mmol) and tetrabutyl ammonium chloride (9.31 g, 33.49 mmol) in benzene and water (215 mL, 2.5:1, v/v) is stirred at 75° C. under hydrogen sulfide gas for three days. 200 mL of ethyl acetate is added and the layers separated. The organic layer is washed with water, dried over sodium sulfate, filtered and concentrated under reduced pressure to afford the title compound. Yield 23% over three st... Starting materials: C(C1=CC=CC=C1)OC=1C(=C(C(=O)OCC)C=CC1)OCCCC(=O)OCC (ethyl 3-benzyloxy-2-(3-ethoxycarbonylpropyloxy)benzoate). Reagents/catalysts: [Pd] (palladium on charcoal). The solvent is C(C)O (ethanol). The product is OC=1C(=C(C(=O)OCC)C=CC1)OCCCC(=O)OCC (ethyl 3-hydroxy-2-(3-ethoxycarbonylpropyloxy)benzoate). Yield: 97.0%. Reaction SMILES: C([O:8][C:9]1[C:10]([O:20][CH2:21][CH2:22][CH2:23][C:24]([O:26][CH2:27][CH3:28])=[O:25])=[C:11]([CH:17]=[CH:18][CH:19]=1)[C:12]([O:14][CH2:15][CH3:16])=[O:13])C1C=CC=CC=1>[Pd].C(O)C>[OH:8][C:9]1[C:10]([O:20][CH2:21][CH2:22][CH2:23][C:24]([O:26][CH2:27][CH3:28])=[O:25])=[C:11]([CH:17]=[CH:18][CH:19]=1)[C:12]([O:14][CH2:15][CH3:16])=[O:13]. Reported procedure: A mixture of ethyl 3-benzyloxy-2-(3-ethoxycarbonylpropyloxy)benzoate (2.5 g) and palladium on charcoal (0.25 g) in ethanol (12.5 ml) was hydrogenated under hydrogen atmosphere. The catalyst was filtered off. The filtrate was evaporated in vacuo. The residue was purified by silica gel column chromatography using a mixture of ethyl acetate and n-hexane (1:3) to give colorless oil of ethyl 3-hydroxy-2-(3-ethoxycarbonylpropyloxy)benzoate (1.86 g). Yields the product COCC(C)(O)c1ccc2c(n1)N1C(C)CN(C(=O)OC(C)(C)C)CC1C2. As a reaction SMILES: [C:1]([CH3:2])([CH3:3])([CH3:4])[O:5][C:6](=[O:7])[N:8]1[CH2:9][CH:10]2[CH2:11][c:12]3[cH:13][cH:14][c:15]([CH2:22][O:23][CH2:24][CH2:25][OH:26])[n:16][c:17]3[N:18]2[CH:19]([CH3:21])[CH2:20]1.[CH2:27]([Li:28])[CH2:29][CH2:30][CH3:31].[CH3:32][O:33][CH2:34][C:35]([CH3:36])=[O:37]>>[C:1]([CH3:2])([CH3:3])([CH3:4])[O:5][C:6](=[O:7])[N:8]1[CH2:9][CH:10]2[CH2:11][c:12]3[cH:13][cH:14][c:15]([C:35]([CH2:34][O:33][CH3:32])([CH3:36])[OH:37])[n:16][c:17]3[N:18]2[CH:19]([CH3:21])[CH2:20]1. Starting materials: CC1CN(C(=O)OC(C)(C)C)CC2Cc3ccc(COCCO)nc3N12, [Li]CCCC, COCC(C)=O. Reactants: B(O)O (boronic acid), boronic acid ester, aryl or heteroaryl halide, N1N=CC2=CC=CC=C12 (azaindole), halide, BrC=1C=C2C=CNC2=NC1 (5-bromo-7-azaindole), CC1(OB(OC1(C)C)C=1C=C2C(=NC1)NC=C2)C (5-(4,4,5,5-Tetramethyl-[1,3,2]dioxaborolan-2-yl)-1H-pyrrolo[2,3-b]pyridine), N1N=CC2=CC=CC=C12 (azaindole). Yields the product N1=CC(=CC=C1)C=1C=C2C(=NC1)NC=C2 (5-Pyridin-3-yl-1H-pyrrolo[2,3-b]pyridine). Reaction SMILES: B(O)O.Br[C:5]1[CH:6]=[C:7]2[C:11](=[N:12][CH:13]=1)[NH:10][CH:9]=[CH:8]2.CC1(C)C(C)(C)OB([C:22]2[CH:23]=[C:24]3C=CN[C:25]3=[N:26][CH:27]=2)O1.N1C2C(=CC=CC=2)C=N1>>[N:26]1[CH:27]=[CH:22][CH:23]=[C:24]([C:5]2[CH:6]=[C:7]3[CH:8]=[CH:9][NH:10][C:11]3=[N:12][CH:13]=2)[CH:25]=1. Procedure: Additional compounds were prepared following the protocol of Scheme 32, either by substituting pyridine-3-boronic acid with an appropriate boronic acid or by substituting the 5-bromo-7-azaindole with 5-(4,4,5,5-Tetramethyl-[1,3,2]dioxaborolan-2-yl)-1H-pyrrolo[2,3-b]pyridine and reacting with a suitable aryl or heteroaryl halide (i.e. coupling with the boronic acid ester on the azaindole, and the halide on the group to be coupled to the 5-position of the azaindole). The following compounds were p... Reactants: ClC1=C(C=CC=C1)C1=NN2C(NC(=NC2=O)C)=C1I (7-(2-chlorophenyl)-8-iodo-2-methyl-1H-pyrazolo[1,5-a][1,3,5]triazin-4-one), C(C)(C)N(CC)C(C)C (diisopropylethylamine), O=P(Cl)(Cl)Cl (POCl3). Solvent: C1(=CC=CC=C1)C (toluene). Product: ClC1=NC(=NC=2N1N=C(C2I)C2=C(C=CC=C2)Cl)C (4-Chloro-7-(2-chlorophenyl)-8-iodo-2-methylpyrazolo[1,5-a][1,3,5]triazine). Yield: 88.3%. Reaction SMILES: [Cl:1][C:2]1[CH:7]=[CH:6][CH:5]=[CH:4][C:3]=1[C:8]1[C:18]([I:19])=[C:11]2[NH:12][C:13]([CH3:17])=[N:14][C:15](=O)[N:10]2[N:9]=1.C(N(C(C)C)CC)(C)C.O=P(Cl)(Cl)[Cl:31]>C1(C)C=CC=CC=1>[Cl:31][C:15]1[N:10]2[N:9]=[C:8]([C:3]3[CH:4]=[CH:5][CH:6]=[CH:7][C:2]=3[Cl:1])[C:18]([I:19])=[C:11]2[N:12]=[C:13]([CH3:17])[N:14]=1. Reported procedure: To a solution of 7-(2-chlorophenyl)-8-iodo-2-methyl-1H-pyrazolo[1,5-a][1,3,5]triazin-4-one (I-1A-1d; 1.00 g, 2.6 mmol) and diisopropylethylamine (0.68 ml, 3.8 mmol) in toluene (30 ml) at room temperature was added POCl3 (1.28 ml, 14 mmol), dropwise. The mixture was heated at reflux for 5 hours, cooled to room temperature, and then concentrated, in vacuo, to a viscous oil. The residue was then purified by passing through a plug of silica gel on a sintered glass funnel using 20% ethyl acetate in h... The reactants are C(C)(=O)OCC(=O)C1=CC2=C(CCC3CC(N(N=C23)C2=CC=C(C=C2)C)=O)S1 (8-acetoxyacetyl-4,4a,5,6-tetrahydro-2-(4methylphenyl)thieno-[2,3-h]cinnolin-3(2H)-one), C(C)[SiH](CC)CC (triethylsilane), C([O-])([O-])=O.[K+].[K+] (potassium carbonate). The solvent is FC(C(=O)O)(F)F (trifluoroacetic acid). Run at time 24 hour. The product is C(C)(=O)OCCC1=CC2=C(CCC3CC(N(N=C23)C2=CC=C(C=C2)C)=O)S1 (8-(2-acetoxyethyl)-4,4a,5,6-tetrahydro-2-(4-methylphenyl)thieno-[2,3-h]cinnolin-3(2H)-one). Yield: 69.1%. Reaction SMILES: [C:1]([O:4][CH2:5][C:6]([C:8]1[S:28][C:11]2[CH2:12][CH2:13][CH:14]3[C:19]([C:10]=2[CH:9]=1)=[N:18][N:17]([C:20]1[CH:25]=[CH:24][C:23]([CH3:26])=[CH:22][CH:21]=1)[C:16](=[O:27])[CH2:15]3)=O)(=[O:3])[CH3:2].C([SiH](CC)CC)C.C(=O)([O-])[O-].[K+].[K+]>FC(F)(F)C(O)=O>[C:1]([O:4][CH2:5][CH2:6][C:8]1[S:28][C:11]2[CH2:12][CH2:13][CH:14]3[C:19]([C:10]=2[CH:9]=1)=[N:18][N:17]([C:20]1[CH:21]=[CH:22][C:23]([CH3:26])=[CH:24][CH:25]=1)[C:16](=[O:27])[CH2:15]3)(=[O:3])[CH3:2] |f:2.3.4|. Reported procedure: To a solution of 3 g of 8-acetoxyacetyl-4,4a,5,6-tetrahydro-2-(4methylphenyl)thieno-[2,3-h]cinnolin-3(2H)-one in 30 ml of trifluoroacetic acid was added 2.7 ml of triethylsilane and the mixture was stirred at room temperature for 24 hours. The mixture was poured into ice-cold water, neutrallized with potassium carbonate and then extracted with chloroform. The extract was washed with brine, dried over anhydrous magnesium sulfate and concentrated in vacuo. The residue was chromatographed on a sili... Starting materials: S(=O)(Cl)Cl (thionyl chloride), FC(C1=NC2=C(C=CC=C2C(=C1C(=O)O)O)C(F)(F)F)(F)F (2,8-bis-(trifluoromethyl)-4-hydroxy-3-quinoline-carboxylic acid). The solvent is C1=CC=CC=C1 (benzene). Product: FC(C1=NC2=C(C=CC=C2C(=C1C(=O)Cl)O)C(F)(F)F)(F)F (2,8-bis-(trifluoromethyl)-4-hydroxy-3-quinoline-carboxylic acid chloride). RXN SMILES: S(Cl)([Cl:3])=O.[F:5][C:6]([F:26])([F:25])[C:7]1[C:16]([C:17](O)=[O:18])=[C:15]([OH:20])[C:14]2[C:9](=[C:10]([C:21]([F:24])([F:23])[F:22])[CH:11]=[CH:12][CH:13]=2)[N:8]=1>C1C=CC=CC=1>[F:5][C:6]([F:26])([F:25])[C:7]1[C:16]([C:17]([Cl:3])=[O:18])=[C:15]([OH:20])[C:14]2[C:9](=[C:10]([C:21]([F:24])([F:23])[F:22])[CH:11]=[CH:12][CH:13]=2)[N:8]=1. Procedure: 9.6 ml of thionyl chloride were added with stirring to a suspension of 8.75 g of the product of Step D in 285 ml of benzene and the mixture was refluxed for 90 minutes. Then, the benzene and excess thionyl chloride was evaporated and the residue was taken up twice in anhydrous benzene to obtain 2,8-bis-(trifluoromethyl)-4-hydroxy-3-quinoline-carboxylic acid chloride which was used as is for the next step.